This data is from the Open Reaction Database (ORD), a public repository of structured organic reaction records. The task is: describe an organic reaction: reactants, conditions, products, and yield The reactants are BrCCCOc1ccc2cccnc2c1, COc1ccc2c(c1)OC(CN)CO2, CCN(C(C)C)C(C)C, CN(C)C=O. Yields the product COc1ccc2c(c1)OC(CNCCCOc1ccc3cccnc3c1)CO2. Reaction SMILES: [Br:15][CH2:16][CH2:17][CH2:18][O:19][c:20]1[cH:21][cH:22][c:23]2[cH:24][cH:25][cH:26][n:27][c:28]2[cH:29]1.[CH3:1][O:2][c:3]1[cH:4][cH:5][c:6]2[c:7]([cH:14]1)[O:8][CH:9]([CH2:12][NH2:13])[CH2:10][O:11]2.[CH:30]([N:31]([CH:32]([CH3:33])[CH3:34])[CH2:35][CH3:36])([CH3:37])[CH3:38].[O:39]=[CH:40][N:41]([CH3:42])[CH3:43]>>[CH3:1][O:2][c:3]1[cH:4][cH:5][c:6]2[c:7]([cH:14]1)[O:8][CH:9]([CH2:12][NH:13][CH2:16][CH2:17][CH2:18][O:19][c:20]1[cH:21][cH:22][c:23]3[cH:24][cH:25][cH:26][n:27][c:28]3[cH:29]1)[CH2:10][O:11]2. The reactants are CC1=C2C(=C(C(=C1OC)C/C=C(\C)/CCC(=O)O)O)C(=O)OC2 (mycophenolic acid), S(=O)(Cl)Cl (thionyl chloride), CN(C=O)C (N.N-dimethylformamide), ClCCl (dichloromethane). Product: OC1=C2C(OCC2=C(C(=C1C(C(=O)Cl)C\C(=C\C)\C)OC)C)=O ((E)-[1,3-dihydro-4-hydroxy-6-methoxy-7-methyl-3-oxo-5-isobenzofuranyl]-4-methyl-4-hexenoyl chloride). RXN SMILES: [CH3:1][C:2]1[C:7]([O:8][CH3:9])=[C:6]([CH2:10]/[CH:11]=[C:12](/[CH2:14][CH2:15]C(O)=O)\[CH3:13])[C:5]([OH:19])=[C:4]2[C:20]([O:22][CH2:23][C:3]=12)=[O:21].S(Cl)(Cl)=O.CN(C)C=[O:31].Cl[CH2:34][Cl:35]>>[OH:19][C:5]1[C:6]([CH:10]([CH2:11]/[C:12](/[CH3:13])=[CH:14]/[CH3:15])[C:34]([Cl:35])=[O:31])=[C:7]([O:8][CH3:9])[C:2]([CH3:1])=[C:3]2[C:4]=1[C:20](=[O:21])[O:22][CH2:23]2. Procedure: A solution of 500 mgs of mycophenolic acid in 10 ml of dichloromethane containing 0.5 ml of thionyl chloride and 0.05 ml of N.N-dimethylformamide was maintained at 25° C. for 3 hours. The volatile components were then distilled off under vacuum to obtain crude (E)-[1,3-dihydro-4-hydroxy-6-methoxy-7-methyl-3-oxo-5-isobenzofuranyl]-4-methyl-4-hexenoyl chloride. Run at time 8 hour. The solvent is C([O-])(O)=O.[Na+] (sodium bicarbonate), C(Cl)Cl (DCM). Procedure details: To a solution of (S)—N-(6-fluoropyridin-3-yl)-1-(4-(5-isopropyl-1H-pyrazol-3-ylamino)-6,7-dihydro-5H-cyclopenta[d]pyrimidin-2-yl)pyrrolidine-2-carboxamide (200 mg, 0.44 mmol) and urea-hydrogen peroxide (125 mg, 1.33 mmol) in DCM (10 mL) at 0° C. was added trifluoroacetic anhydride (280 mg, 1.33 mmol). The resulting mixture was allowed to stir at RT overnight. The reaction mixture was concentrated under reduced pressure to afford an oily residue that was diluted with saturated sodium bicarbonate ... Product: FC1=[N+](C=C(C=C1)NC(=O)[C@H]1N(CCC1)C=1N=C(C2=C(N1)CCC2)NC2=NNC(=C2)C(C)C)[O-] ((S)-2-fluoro-5-(1-(4-(5-isopropyl-1H-pyrazol-3-ylamino)-6,7-dihydro-5H-cyclopenta[d]pyrimidin-2-yl)pyrrolidine-2-carboxamido)pyridine 1-oxide). Reactants: FC1=CC=C(C=N1)NC(=O)[C@H]1N(CCC1)C=1N=C(C2=C(N1)CCC2)NC2=NNC(=C2)C(C)C ((S)—N-(6-fluoropyridin-3-yl)-1-(4-(5-isopropyl-1H-pyrazol-3-ylamino)-6,7-dihydro-5H-cyclopenta[d]pyrimidin-2-yl)pyrrolidine-2-carboxamide), NC(=O)N.OO (urea hydrogen peroxide), FC(C(=O)OC(C(F)(F)F)=O)(F)F (trifluoroacetic anhydride). RXN SMILES: [F:1][C:2]1[N:7]=[CH:6][C:5]([NH:8][C:9]([C@@H:11]2[CH2:15][CH2:14][CH2:13][N:12]2[C:16]2[N:17]=[C:18]([NH:25][C:26]3[CH:30]=[C:29]([CH:31]([CH3:33])[CH3:32])[NH:28][N:27]=3)[C:19]3[CH2:24][CH2:23][CH2:22][C:20]=3[N:21]=2)=[O:10])=[CH:4][CH:3]=1.NC(N)=[O:36].OO.FC(F)(F)C(OC(=O)C(F)(F)F)=O>C(Cl)Cl.C(=O)(O)[O-].[Na+]>[F:1][C:2]1[CH:3]=[CH:4][C:5]([NH:8][C:9]([C@@H:11]2[CH2:15][CH2:14][CH2:13][N:12]2[C:16]2[N:17]=[C:18]([NH:25][C:26]3[CH:30]=[C:29]([CH:31]([CH3:33])[CH3:32])[NH:28][N:27]=3)[C:19]3[CH2:24][CH2:23][CH2:22][C:20]=3[N:21]=2)=[O:10])=[CH:6][N+:7]=1[O-:36] |f:1.2,5.6|. Yield: 4.9%. Reactants: CC(C)(C)c1cc(N)n(-c2cccc(CN3CCOCC3)c2)n1, O=C(O)Cc1ccc(-n2cnc3cccnc32)cc1. Yields the product CC(C)(C)c1cc(NC(=O)Cc2ccc(-n3cnc4cccnc43)cc2)n(-c2cccc(CN3CCOCC3)c2)n1. As a reaction SMILES: [C:20]([CH3:21])([CH3:22])([CH3:23])[c:24]1[cH:25][c:26]([NH2:42])[n:27](-[c:29]2[cH:30][c:31]([CH2:35][N:36]3[CH2:37][CH2:38][O:39][CH2:40][CH2:41]3)[cH:32][cH:33][cH:34]2)[n:28]1.[n:1]1[cH:2][n:3](-[c:10]2[cH:11][cH:12][c:13]([CH2:16][C:17](=[O:18])[OH:19])[cH:14][cH:15]2)[c:4]2[n:5][cH:6][cH:7][cH:8][c:9]12>>[n:1]1[cH:2][n:3](-[c:10]2[cH:11][cH:12][c:13]([CH2:16][C:17](=[O:19])[NH:42][c:26]3[cH:25][c:24]([C:20]([CH3:21])([CH3:22])[CH3:23])[n:28][n:27]3-[c:29]3[cH:30][c:31]([CH2:35][N:36]4[CH2:37][CH2:38][O:39][CH2:40][CH2:41]4)[cH:32][cH:33][cH:34]3)[cH:14][cH:15]2)[c:4]2[n:5][cH:6][cH:7][cH:8][c:9]12. Reactants: CCCc1cc(C#N)ccc1OCc1ccccc1, CCNCC, CN(C)C=O, S. The product is CCCc1cc(C(N)=S)ccc1OCc1ccccc1. RXN SMILES: [CH2:1]([c:2]1[cH:3][cH:4][cH:5][cH:6][cH:7]1)[O:8][c:9]1[c:10]([CH2:17][CH2:18][CH3:19])[cH:11][c:12]([C:13]#[N:14])[cH:15][cH:16]1.[CH2:21]([NH:22][CH2:23][CH3:24])[CH3:25].[O:26]=[CH:27][N:28]([CH3:29])[CH3:30].[SH2:20]>>[CH2:1]([c:2]1[cH:3][cH:4][cH:5][cH:6][cH:7]1)[O:8][c:9]1[c:10]([CH2:17][CH2:18][CH3:19])[cH:11][c:12]([C:13]([NH2:14])=[S:20])[cH:15][cH:16]1.